This data is from the Open Reaction Database (ORD), a public repository of structured organic reaction records. The task is: describe an organic reaction: reactants, conditions, products, and yield Starting materials: N1=C(C=CC=C1C)C (2,6-lutidine), O(S(=O)(=O)C(F)(F)F)[Si](C(C)C)(C(C)C)C(C)C (triisopropylsilyl triflate), COC(C[C@@H]([C@@H](C(C)C)NC(=O)OCC1=CC=CC=C1)O)=O ((3S,4R)-4-Benzyloxycarbonylamino-3-hydroxy-5-methylhexanoic Acid Methyl Ester). Run in C(Cl)Cl (CH2Cl2), C(Cl)Cl (CH2Cl2). Conditions: temperature 0 celsius, time 30 minute. Yields the product COC(C[C@@H]([C@@H](C(C)C)NC(=O)OCC1=CC=CC=C1)O[Si](C(C)C)(C(C)C)C(C)C)=O ((3S,4R)-4-Benzyloxycarbonylamino-5-methyl-3-(triisopropyl-silanyloxy)hexanoic Acid Methyl Ester). Isolated yield 68.4%. RXN SMILES: [CH3:1][O:2][C:3](=[O:22])[CH2:4][C@H:5]([OH:21])[C@H:6]([NH:10][C:11]([O:13][CH2:14][C:15]1[CH:20]=[CH:19][CH:18]=[CH:17][CH:16]=1)=[O:12])[CH:7]([CH3:9])[CH3:8].N1C(C)=CC=CC=1C.O([Si:39]([CH:46]([CH3:48])[CH3:47])([CH:43]([CH3:45])[CH3:44])[CH:40]([CH3:42])[CH3:41])S(C(F)(F)F)(=O)=O>C(Cl)Cl>[CH3:1][O:2][C:3](=[O:22])[CH2:4][C@H:5]([O:21][Si:39]([CH:46]([CH3:48])[CH3:47])([CH:43]([CH3:45])[CH3:44])[CH:40]([CH3:42])[CH3:41])[C@H:6]([NH:10][C:11]([O:13][CH2:14][C:15]1[CH:16]=[CH:17][CH:18]=[CH:19][CH:20]=1)=[O:12])[CH:7]([CH3:9])[CH3:8]. Procedure: To a solution of the crude alcohol 12 (2.7 g, 9.1 mmol) in CH2Cl2 (10 mL) under argon, cooled to 0° C., 2,6-lutidine (2.6 mL, 22.7 mmol) and triisopropylsilyl triflate (3.6 mL, 13.6 mmol) were added. The reaction mixture was stirred at 0° C. for 30 min and then at room temperature for 2 h and diluted with CH2Cl2 (25 mL). The organic layer was separated and washed with 10% HCl (50 mL), NaHCO3 (50 mL, sat) and NaCl (50 mL, sat), dried (Na2SO4), filtered and concentrated. The crude oil was purified... Yields the product COc1cc(C(F)(F)F)cc(C(F)(F)F)c1C(=O)NC1CCCCC1NC1CCC1. Reactants: O=C1CCC1, COc1cc(C(F)(F)F)cc(C(F)(F)F)c1C(=O)NC1CCCCC1N. As a reaction SMILES: [C:27]1(=[O:31])[CH2:28][CH2:29][CH2:30]1.[NH2:1][CH:2]1[CH:3]([NH:8][C:9]([c:10]2[c:11]([O:24][CH3:25])[cH:12][c:13]([C:20]([F:21])([F:22])[F:23])[cH:14][c:15]2[C:16]([F:17])([F:18])[F:19])=[O:26])[CH2:4][CH2:5][CH2:6][CH2:7]1>>[NH:1]([CH:2]1[CH:3]([NH:8][C:9]([c:10]2[c:11]([O:24][CH3:25])[cH:12][c:13]([C:20]([F:21])([F:22])[F:23])[cH:14][c:15]2[C:16]([F:17])([F:18])[F:19])=[O:26])[CH2:4][CH2:5][CH2:6][CH2:7]1)[CH:27]1[CH2:28][CH2:29][CH2:30]1. The reactants are BrC(CC)C=1N=C2N(C(C1I)=O)C(=CC=C2)C (2-(1-bromopropyl)-3-iodo-6-methyl-4H-pyrido[1,2-a]pyrimidin-4-one), [N-]=[N+]=[N-].[Na+] (sodium azide). The solvent is CN(C)C=O (DMF), C(C)(=O)OCC (ethyl acetate). Conditions: time 2 hour. Product: N(=[N+]=[N-])C(CC)C=1N=C2N(C(C1I)=O)C(=CC=C2)C (2-(1-azidopropyl)-3-iodo-6-methyl-4H-pyrido[1,2-a]pyrimidin-4-one). As a reaction SMILES: Br[CH:2]([C:5]1[N:6]=[C:7]2[CH:16]=[CH:15][CH:14]=[C:13]([CH3:17])[N:8]2[C:9](=[O:12])[C:10]=1[I:11])[CH2:3][CH3:4].[N-:18]=[N+:19]=[N-:20].[Na+]>CN(C=O)C.C(OCC)(=O)C>[N:18]([CH:2]([C:5]1[N:6]=[C:7]2[CH:16]=[CH:15][CH:14]=[C:13]([CH3:17])[N:8]2[C:9](=[O:12])[C:10]=1[I:11])[CH2:3][CH3:4])=[N+:19]=[N-:20] |f:1.2|. Procedure: A mixture of 2-(1-bromopropyl)-3-iodo-6-methyl-4H-pyrido[1,2-a]pyrimidin-4-one (4.50 g, 11.0 mmol) and sodium azide (3.59 g, 55.3 mmol) in DMF was stirred at room temperature for 2 h. After diluting with ethyl acetate, the mixture was washed with water, brine, dried over sodium sulfate, and evaporated under reduced pressure to provide the crude product, which was used directly in next step (3.35 g, 82.1%). LCMS calculated for C12H13IN5O (M+H)+: m/z=370.0. Found: 370.2. Starting materials: OCCC1(C(NC(NC1=O)=O)=O)OC1=CC=C(C=C1)OC1=CC=C(C=C1)C1=NC(=NO1)C1=C(C=CC=C1)F (5-(2-hydroxy-ethyl)-5-{4-[4-(3-(2-fluorophenyl)-[1,2,4]oxadiazol-5-yl)-phenoxy]-phenoxy}-pyrimidine-2,4,6-trione), I(=O)(=O)(=O)[O-].[Na+] (sodium periodate), O (water), C(C)#N (acetonitrile), C(C)(=O)OCC (ethyl acetate). The reagents and catalysts are O.[Ru](Cl)(Cl)Cl (ruthenium trichloride hydrate). Reaction conditions: time 4 hour. Product: C(=O)(O)CCC1(C(NC(NC1=O)=O)=O)OC1=CC=C(C=C1)OC1=CC=C(C=C1)C1=NC(=NO1)C1=C(C=CC=C1)F (5-(2-Carboxy-ethyl)-5-{4-[4-(3-(2-fluorophenyl)-[1,2,4]oxadiazol-5-yl)-phenoxy]-phenoxy}-pyrimidine-2,4,6-trione). RXN SMILES: OC[CH2:3][C:4]1([O:13][C:14]2[CH:19]=[CH:18][C:17]([O:20][C:21]3[CH:26]=[CH:25][C:24]([C:27]4[O:31][N:30]=[C:29]([C:32]5[CH:37]=[CH:36][CH:35]=[CH:34][C:33]=5[F:38])[N:28]=4)=[CH:23][CH:22]=3)=[CH:16][CH:15]=2)[C:9](=[O:10])[NH:8][C:7](=[O:11])[NH:6][C:5]1=[O:12].I([O-])(=O)(=O)=O.[Na+].O.C(#N)C.[C:49]([O:52]CC)(=[O:51])[CH3:50]>O.[Ru](Cl)(Cl)Cl>[C:49]([CH2:50][CH2:3][C:4]1([O:13][C:14]2[CH:19]=[CH:18][C:17]([O:20][C:21]3[CH:26]=[CH:25][C:24]([C:27]4[O:31][N:30]=[C:29]([C:32]5[CH:37]=[CH:36][CH:35]=[CH:34][C:33]=5[F:38])[N:28]=4)=[CH:23][CH:22]=3)=[CH:16][CH:15]=2)[C:5](=[O:12])[NH:6][C:7](=[O:11])[NH:8][C:9]1=[O:10])([OH:52])=[O:51] |f:1.2,6.7|. Procedure: A mixture of 5-(2-hydroxy-ethyl)-5-{4-[4-(3-(2-fluorophenyl)-[1,2,4]oxadiazol-5-yl)-phenoxy]-phenoxy}-pyrimidine-2,4,6-trione (518 mg, 1.0 mmol), sodium periodate (875 mg, 4.1 mmol), ruthenium trichloride hydrate (7 mg, 0.025 mmol), water (3 mL), acetonitrile (2 mL), and ethyl acetate (2 mL) was stirred vigorously for 4 hours. The mixture was filtered through diatomaceous earth which was then rinsed with ethyl acetate. The filtrate was washed with 10% sodium dithionite solution and brine and the... Reactants: CCOC(=O)CCC(NC(=O)c1ccc([N+](=O)[O-])cc1)C(=O)OCC, C[Si](C)(C)[N-][Si](C)(C)C, CI, [Li+], C1CCOC1. Yields the product CCOC(=O)C(C)CC(NC(=O)c1ccc([N+](=O)[O-])cc1)C(=O)OCC. As a reaction SMILES: [CH2:1]([CH3:2])[O:3][C:4]([CH:5]([NH:6][C:7]([c:8]1[cH:9][cH:10][c:11]([N+:14](=[O:15])[O-:16])[cH:12][cH:13]1)=[O:17])[CH2:18][CH2:19][C:20](=[O:21])[O:22][CH2:23][CH3:24])=[O:25].[CH3:26][Si:27]([N-:28][Si:29]([CH3:30])([CH3:31])[CH3:32])([CH3:33])[CH3:34].[I:36][CH3:37].[Li+:35].[O:38]1[CH2:39][CH2:40][CH2:41][CH2:42]1>>[CH2:1]([CH3:2])[O:3][C:4]([CH:5]([NH:6][C:7]([c:8]1[cH:9][cH:10][c:11]([N+:14](=[O:15])[O-:16])[cH:12][cH:13]1)=[O:17])[CH2:18][CH:19]([C:20](=[O:21])[O:22][CH2:23][CH3:24])[CH3:26])=[O:25]. Starting materials: CC(C(=O)OC)(C(=O)[O-])C (methyl dimethylmalonate), [H-].[Na+] (sodium hydride), C(C)C(CC)N ((1-ethyl-propyl)-amine). Run in oil, CS(=O)C (DMSO), CS(=O)C (DMSO). Conditions: time 10 minute. The product is COC(C(C(=O)OC)C)=O (2-methyl-malonic acid dimethyl ester). Reaction SMILES: C[C:2]([CH3:10])([C:7]([O-:9])=[O:8])[C:3]([O:5][CH3:6])=[O:4].[H-].[Na+].[CH2:13](C(N)CC)C>CS(C)=O>[CH3:6][O:5][C:3](=[O:4])[CH:2]([CH3:10])[C:7]([O:9][CH3:13])=[O:8] |f:1.2|. Procedure: A mixture of methyl dimethylmalonate (260 mg) and 60% sodium hydride in oil (70 mg) in 4 ml of DMSO was stirred at room temperature for 10 min. A solution of 3-chloromethyl-6-methyl-2-(2,4,6-trimethyl-phenoxy)-pyridin-4-yl]-(1-ethyl-propyl)-amine (200 mg) in 2 ml of DMSO was added. The mixture was stirred at room temperature for 3 hours. The mixture was quenched with water and extracted with ethyl acetate. The organic layer was dried and concentrated to give the crude material which was purified... Procedure details: 7 g of ground 4-(4-chloro-3-sulfamoylphenyl)-2-isopropylimino-3-methyl-1,3-thiazolidine-4-ol-hydrobromide were dissolved in 80 ml of 40° C hot water and stirred for 30 minutes at 40° C after adding it to a mixture of 60 ml of saturated sodium bicarbonate solution and 100 ml of water. After cooling to room temperature, the mixture was extracted with 200 ml of diethyl ether, the organic phase was dried over sodium sulfate and the solvent was distilled off under reduced pressure. The residue was di... Run in O (water), O (water). Starting materials: Br.ClC1=C(C=C(C=C1)C1(N(C(SC1)=NC(C)C)C)O)S(N)(=O)=O (4-(4-chloro-3-sulfamoylphenyl)-2-isopropylimino-3-methyl-1,3-thiazolidine-4-ol-hydrobromide), C([O-])(O)=O.[Na+] (sodium bicarbonate). Product: ClC1=C(C=C(C=C1)C1(N(C(SC1)=NC(C)C)C)O)S(N)(=O)=O (4-(4-Chloro-3-sulfamoylphenyl)-2-isopropylimino-3-methyl-1,3-thiazolidine-4-ol). Run at temperature 40 celsius, time 30 minute. Reaction SMILES: Br.[Cl:2][C:3]1[CH:8]=[CH:7][C:6]([C:9]2([OH:19])[CH2:13][S:12][C:11](=[N:14][CH:15]([CH3:17])[CH3:16])[N:10]2[CH3:18])=[CH:5][C:4]=1[S:20](=[O:23])(=[O:22])[NH2:21].C(=O)(O)[O-].[Na+]>O>[Cl:2][C:3]1[CH:8]=[CH:7][C:6]([C:9]2([OH:19])[CH2:13][S:12][C:11](=[N:14][CH:15]([CH3:17])[CH3:16])[N:10]2[CH3:18])=[CH:5][C:4]=1[S:20](=[O:22])(=[O:23])[NH2:21] |f:0.1,2.3|. Reactants: CCO, O=[N+]([O-])c1cc(C(F)(F)F)cc2nc(Cl)[nH]c12, CC1CN(c2ncc(CO)cc2Cl)CCN1. Product: CC1CN(c2ncc(CO)cc2Cl)CCN1c1nc2cc(C(F)(F)F)cc([N+](=O)[O-])c2[nH]1. As a reaction SMILES: [CH3:34][CH2:35][OH:36].[Cl:17][c:18]1[n:19][c:20]2[c:21]([nH:22]1)[c:23]([N+:31](=[O:32])[O-:33])[cH:24][c:25]([C:27]([F:28])([F:29])[F:30])[cH:26]2.[Cl:1][c:2]1[cH:3][c:4]([CH2:15][OH:16])[cH:5][n:6][c:7]1[N:8]1[CH2:9][CH:10]([CH3:14])[NH:11][CH2:12][CH2:13]1>>[Cl:1][c:2]1[cH:3][c:4]([CH2:15][OH:16])[cH:5][n:6][c:7]1[N:8]1[CH2:9][CH:10]([CH3:14])[N:11]([c:18]2[n:19][c:20]3[c:21]([nH:22]2)[c:23]([N+:31](=[O:32])[O-:33])[cH:24][c:25]([C:27]([F:28])([F:29])[F:30])[cH:26]3)[CH2:12][CH2:13]1. Reactants: BrC=1C=C(C(=NC1)OC)C1=C(CNCC)C=C(C=C1)C(F)(F)F ([2-(5-Bromo-2-methoxy-pyridin-3-yl)-5-trifluoromethyl-benzyl]-ethyl-amine), C1(CC1)C(=O)O (cyclopropanecarboxylic acid). The product is BrC=1C=C(C(=NC1)OC)C1=C(CN(C(=O)C2CC2)CC)C=C(C=C1)C(F)(F)F (cyclopropanecarboxylic acid [2-(5-bromo-2-methoxy-pyridin-3-yl)-5-trifluoromethyl-benzyl]-ethyl-amide). Reaction SMILES: [Br:1][C:2]1[CH:3]=[C:4]([C:10]2[CH:19]=[CH:18][C:17]([C:20]([F:23])([F:22])[F:21])=[CH:16][C:11]=2[CH2:12][NH:13][CH2:14][CH3:15])[C:5]([O:8][CH3:9])=[N:6][CH:7]=1.[CH:24]1([C:27]([OH:29])=O)[CH2:26][CH2:25]1>>[Br:1][C:2]1[CH:3]=[C:4]([C:10]2[CH:19]=[CH:18][C:17]([C:20]([F:23])([F:21])[F:22])=[CH:16][C:11]=2[CH2:12][N:13]([CH2:14][CH3:15])[C:27]([CH:24]2[CH2:26][CH2:25]2)=[O:29])[C:5]([O:8][CH3:9])=[N:6][CH:7]=1. Reported procedure: [2-(5-Bromo-2-methoxy-pyridin-3-yl)-5-trifluoromethyl-benzyl]-ethyl-amine and cyclopropanecarboxylic acid were reacted as described in Example 8, Step 6 to provide cyclopropanecarboxylic acid [2-(5-bromo-2-methoxy-pyridin-3-yl)-5-trifluoromethyl-benzyl]-ethyl-amide.